From a dataset of the Open Reaction Database (ORD), a public repository of structured organic reaction records. describe an organic reaction: reactants, conditions, products, and yield Starting materials: Cl.COC([C@@H](N)CC1=CNC2=CC=CC=C12)=O (L-Tryptophan methyl ester hydrochloride), ClC=1C=C2C=C(NC2=CC1)C(=O)O (5-chloro-1H-indole-2-carboxylic acid), ( 60/40 ). Run in CN(C=O)C (dimethyl-formamide). Product: COC([C@H](CC1=CNC2=CC=CC=C12)NC(=O)C=1NC2=CC=C(C=C2C1)Cl)=O ((S)-2-[(5-Chloro-1H-indole-2-carbonyl)-amino]-3-(1H-indol-3-yl)-propionic acid methyl ester). RXN SMILES: Cl.[CH3:2][O:3][C:4](=[O:17])[C@H:5]([CH2:7][C:8]1[C:16]2[C:11](=[CH:12][CH:13]=[CH:14][CH:15]=2)[NH:10][CH:9]=1)[NH2:6].[Cl:18][C:19]1[CH:20]=[C:21]2[C:25](=[CH:26][CH:27]=1)[NH:24][C:23]([C:28](O)=[O:29])=[CH:22]2>CN(C)C=O>[CH3:2][O:3][C:4](=[O:17])[C@@H:5]([NH:6][C:28]([C:23]1[NH:24][C:25]2[C:21]([CH:22]=1)=[CH:20][C:19]([Cl:18])=[CH:27][CH:26]=2)=[O:29])[CH2:7][C:8]1[C:16]2[C:11](=[CH:12][CH:13]=[CH:14][CH:15]=2)[NH:10][CH:9]=1 |f:0.1|. Procedure details: L-Tryptophan methyl ester hydrochloride (1.05 mmol) and 5-chloro-1H-indole-2-carboxylic acid (1.0 mmol) were coupled according to Procedure A (0-25° C., dimethyl-formamide reaction solvent) and the product purified by chromatography on silica gel eluted with 10%, 20%, 30%, 40%, 50% and 60% ethyl acetate-hexanes giving a yellow foam. Yield, 79%; HPLC (60/40) 7.43 minutes (96%); Starting materials: CCO, [Cl-], NC(=O)Cc1ccc(-c2c(Oc3ccc([N+](=O)[O-])cc3F)ccnc2N)cc1, [NH4+], CN(C)C=O, O. Yields the product NC(=O)Cc1ccc(-c2c(Oc3ccc(N)cc3F)ccnc2N)cc1. Reaction SMILES: [CH3:34][CH2:35][OH:36].[Cl-:37].[NH2:1][c:2]1[n:3][cH:4][cH:5][c:6]([O:18][c:19]2[c:20]([F:28])[cH:21][c:22]([N+:25]([O-:26])=[O:27])[cH:23][cH:24]2)[c:7]1-[c:8]1[cH:9][cH:10][c:11]([CH2:14][C:15](=[O:16])[NH2:17])[cH:12][cH:13]1.[NH4+:38].[O:29]=[CH:30][N:31]([CH3:32])[CH3:33].[OH2:39]>>[NH2:1][c:2]1[n:3][cH:4][cH:5][c:6]([O:18][c:19]2[c:20]([F:28])[cH:21][c:22]([NH2:25])[cH:23][cH:24]2)[c:7]1-[c:8]1[cH:9][cH:10][c:11]([CH2:14][C:15](=[O:16])[NH2:17])[cH:12][cH:13]1. Procedure: 660 g of this amine were added dropwise to 1200 g of 70% sulphuric acid at 5 to 10° C. 170 ml of hydrocyanic acid were then added dropwise at 30 to 35° C., the mixture was stirred for a further 4 hours at 45° C. and the excess hydrocyanic acid was distilled off under vacuum. 300 ml of water were then added and the mixture was heated for 3 hours to reflux, rendered alkaline with 1400 ml of 45% sodium hydroxide solution and decanted from the precipitated salt. The phases were separated, the salts ... Yields the product NC1(CCC(CC1)C(C)CCN)C (1-amino-1-methyl-4-(4-aminobut-2-yl)cyclohexane). Conditions: temperature 45 celsius, time 4 hour. The yield is 90.0%. Reaction SMILES: [CH3:1][C:2]1[CH2:7][CH2:6][CH:5]([CH:8]([CH3:12])[CH2:9][CH2:10][NH2:11])[CH2:4][CH:3]=1.S(=O)(=O)(O)O.C#[N:19]>>[NH2:19][C:2]1([CH3:1])[CH2:7][CH2:6][CH:5]([CH:8]([CH2:9][CH2:10][NH2:11])[CH3:12])[CH2:4][CH2:3]1. Starting materials: CC1=CCC(CC1)C(CCN)C (3-(1-methylcyclohexen-4-yl)-butylamine), S(O)(O)(=O)=O (sulphuric acid), C#N (hydrocyanic acid). As a reaction SMILES: [Cl:1][c:2]1[cH:3][cH:4][cH:5][cH:6][cH:7]1.[O:22]1[CH2:23][CH2:24][O:25][CH2:26][CH2:27]1.[c:8]1([NH:14][c:15]2[cH:16][cH:17][c:18]([NH2:21])[cH:19][cH:20]2)[cH:9][cH:10][cH:11][cH:12][cH:13]1>>[c:2]1([NH:21][c:18]2[cH:17][cH:16][c:15]([NH:14][c:8]3[cH:9][cH:10][cH:11][cH:12][cH:13]3)[cH:20][cH:19]2)[cH:3][cH:4][cH:5][cH:6][cH:7]1. Reactants: Clc1ccccc1, C1COCCO1, Nc1ccc(Nc2ccccc2)cc1. Product: c1ccc(Nc2ccc(Nc3ccccc3)cc2)cc1. Reactants: OC1(Cc2ccccc2)CCN(Cc2ccccc2)CC1, CCO, [H][H]. Product: OC1(Cc2ccccc2)CCNCC1. As a reaction SMILES: [CH2:1]([c:2]1[cH:3][cH:4][cH:5][cH:6][cH:7]1)[N:8]1[CH2:9][CH2:10][C:11]([OH:14])([CH2:15][c:16]2[cH:17][cH:18][cH:19][cH:20][cH:21]2)[CH2:12][CH2:13]1.[CH3:24][CH2:25][OH:26].[H:22][H:23]>>[NH:8]1[CH2:9][CH2:10][C:11]([OH:14])([CH2:15][c:16]2[cH:17][cH:18][cH:19][cH:20][cH:21]2)[CH2:12][CH2:13]1. The reactants are CC(C)(C)c1cccc(C(C)(C)C)c1O, CNC, CCOP(OCC)OCC. Product: CCOP(=O)(Cc1cc(C(C)(C)C)c(O)c(C(C)(C)C)c1)OCC. Reaction SMILES: [C:1]([CH3:2])([CH3:3])([CH3:4])[c:5]1[c:6]([OH:15])[c:7]([C:11]([CH3:12])([CH3:13])[CH3:14])[cH:8][cH:9][cH:10]1.[CH3:16][NH:17][CH3:18].[P:19]([O:20][CH2:21][CH3:22])([O:23][CH2:24][CH3:25])[O:26][CH2:27][CH3:28]>>[C:1]([CH3:2])([CH3:3])([CH3:4])[c:5]1[c:6]([OH:15])[c:7]([C:11]([CH3:12])([CH3:13])[CH3:14])[cH:8][c:9]([CH2:16][P:19]([O:20][CH2:21][CH3:22])([O:23][CH2:24][CH3:25])=[O:26])[cH:10]1. The reactants are [BH4-].[Li+] (lithium borohydride), C(C)OC=1C=C(C=CC1)N1C(=NC(=C1)C(=O)N1[C@H](CN(CC1)C(=O)OCC1=CC=CC=C1)CO)C1=CC=C(C=C1)C (Benzyl (3R)-4-{[1-(3-ethoxyphenyl)-2-(4-methylphenyl)-1H-imidazol-4-yl]carbonyl}-3-(hydroxymethyl)piperazine-1-carboxylate), C(C)OC=1C=C(C=CC1)N1C(=NC(=C1)C(=O)N1[C@H](CN(CC1)C(=O)OCC1=CC=CC=C1)C(=O)OC)C1=CC=C(C=C1)C (1-benzyl 3-methyl (3R)-4-{[1-(3-ethoxyphenyl)-2-(4-methylphenyl)-1H-imidazol-4-yl]carbonyl}piperazine-1,3-dicarboxylate), [BH4-].[Li+] (lithium borohydride). Run in CO (methanol). Run at time 1 hour. The product is C(C)(=O)OC[C@@H]1N(CCNC1)C(=O)C=1N=C(N(C1)C1=CC(=CC=C1)OCC)C1=CC=C(C=C1)C (((2R)-1-{[1-(3-Ethoxyphenyl)-2-(4-methylphenyl)-1H-imidazol-4-yl]carbonyl}-piperazin-2-yl)methyl acetate). RXN SMILES: [CH2:1]([O:3][C:4]1[CH:5]=[C:6]([N:10]2[CH:14]=[C:13]([C:15]([N:17]3[CH2:22][CH2:21][N:20](C(OCC4C=CC=CC=4)=O)[CH2:19][C@@H:18]3[CH2:33][OH:34])=[O:16])[N:12]=[C:11]2[C:35]2[CH:40]=[CH:39][C:38]([CH3:41])=[CH:37][CH:36]=2)[CH:7]=[CH:8][CH:9]=1)[CH3:2].[CH2:42]([O:44]C1C=C(N2C=C(C(N3CCN(C(OCC4C=CC=CC=4)=O)C[C@@H]3C(OC)=O)=O)N=C2C2C=CC(C)=CC=2)C=CC=1)[CH3:43].[BH4-].[Li+]>CO>[C:42]([O:34][CH2:33][C@H:18]1[CH2:19][NH:20][CH2:21][CH2:22][N:17]1[C:15]([C:13]1[N:12]=[C:11]([C:35]2[CH:40]=[CH:39][C:38]([CH3:41])=[CH:37][CH:36]=2)[N:10]([C:6]2[CH:7]=[CH:8][CH:9]=[C:4]([O:3][CH2:1][CH3:2])[CH:5]=2)[CH:14]=1)=[O:16])(=[O:44])[CH3:43] |f:2.3|. Procedure details: Benzyl (3R)-4-{[1-(3-ethoxyphenyl)-2-(4-methylphenyl)-1H-imidazol-4-yl]carbonyl}-3-(hydroxymethyl)piperazine-1-carboxylate To a solution of 4.10 g (7.04 mmol) of 1-benzyl 3-methyl (3R)-4-{[1-(3-ethoxyphenyl)-2-(4-methylphenyl)-1H-imidazol-4-yl]carbonyl}piperazine-1,3-dicarboxylate from Step A in 75 mL of anhydrous methanol at 0° C. under a nitrogen atmosphere was added 460 mg (21.1 mmol) of lithium borohydride. An additional 460 mg (21.1 mmol) of lithium borohydride was added to the reaction mix... The reactants are BrCc1ccccc1, O=Cc1ccc(O)c(Br)c1, O=C([O-])[O-], CCCC[N+](CCCC)(CCCC)CCCC, CN(C)C=O, [I-], [K+], [K+]. The product is O=Cc1ccc(OCc2ccccc2)c(Br)c1. As a reaction SMILES: [Br:1][CH2:2][c:3]1[cH:4][cH:5][cH:6][cH:7][cH:8]1.[Br:9][c:10]1[cH:11][c:12]([CH:13]=[O:14])[cH:15][cH:16][c:17]1[OH:18].[C:19](=[O:20])([O-:21])[O-:22].[CH2:26]([N+:27]([CH2:28][CH2:29][CH2:30][CH3:31])([CH2:32][CH2:33][CH2:34][CH3:35])[CH2:36][CH2:37][CH2:38][CH3:39])[CH2:40][CH2:41][CH3:42].[CH3:43][N:44]([CH3:45])[CH:46]=[O:47].[I-:25].[K+:23].[K+:24]>>[CH2:2]([c:3]1[cH:4][cH:5][cH:6][cH:7][cH:8]1)[O:18][c:17]1[c:10]([Br:9])[cH:11][c:12]([CH:13]=[O:14])[cH:15][cH:16]1. The reactants are C1(=CC=CC=C1)[C@H](C)NC1=NC=CC(=N1)N1C=NC2=C1C=CC(=C2)I (2-[(S)-1-phenylethylamino]-4-[5-iodobenzimidazol-1-yl]pyrimidine), C(CCC)[Sn](CCCC)(CCCC)C=C (tributylstannyl ethylene). The reagents and catalysts are C=1C=CC(=CC1)[P](C=2C=CC=CC2)(C=3C=CC=CC3)[Pd]([P](C=4C=CC=CC4)(C=5C=CC=CC5)C=6C=CC=CC6)([P](C=7C=CC=CC7)(C=8C=CC=CC8)C=9C=CC=CC9)[P](C=1C=CC=CC1)(C=1C=CC=CC1)C=1C=CC=CC1 (Pd(PPh3)4). Product: C1(=CC=CC=C1)[C@H](C)NC1=NC=CC(=N1)N1C=NC2=C1C=CC(=C2)C=C (2-[(S)-1-Phenylethylamino]-4-[5-vinylbenzimidazol-1-yl]pyrimidine). As a reaction SMILES: [C:1]1([C@@H:7]([NH:9][C:10]2[N:15]=[C:14]([N:16]3[C:20]4[CH:21]=[CH:22][C:23](I)=[CH:24][C:19]=4[N:18]=[CH:17]3)[CH:13]=[CH:12][N:11]=2)[CH3:8])[CH:6]=[CH:5][CH:4]=[CH:3][CH:2]=1.[CH2:26]([Sn](C=C)(CCCC)CCCC)[CH2:27]CC>C1C=CC([P]([Pd]([P](C2C=CC=CC=2)(C2C=CC=CC=2)C2C=CC=CC=2)([P](C2C=CC=CC=2)(C2C=CC=CC=2)C2C=CC=CC=2)[P](C2C=CC=CC=2)(C2C=CC=CC=2)C2C=CC=CC=2)(C2C=CC=CC=2)C2C=CC=CC=2)=CC=1>[C:1]1([C@@H:7]([NH:9][C:10]2[N:15]=[C:14]([N:16]3[C:20]4[CH:21]=[CH:22][C:23]([CH:26]=[CH2:27])=[CH:24][C:19]=4[N:18]=[CH:17]3)[CH:13]=[CH:12][N:11]=2)[CH3:8])[CH:6]=[CH:5][CH:4]=[CH:3][CH:2]=1 |^1:44,46,65,84|. Procedure details: The title compound was prepared from 44 mg of 2-[(S)-1-phenylethylamino]-4-[5-iodobenzimidazol-1-yl]pyrimidine, 87 μL tributylstannyl ethylene and 1.15 mg Pd(PPh3)4 using the procedure described in EXAMPLE 273 to give 8.5 mg of the title compound. RF: 0.45 (5% MeOH in CH2Cl2). 1H NMR (500 MHz, 1:1 CD3OD/CDCl3): δ 1.59 (d, J=6.8 Hz, 3H), 5.13 (m, 1H), 5.24 (d, J=11.2 Hz, 1H), 5.76 (d, J=17.4 Hz, 1H), 6.79 (dd, J=17.6, 11 Hz, 1H), 6.87 (d, J=5.7 Hz, 1H), 7.21 (br s, J=7.3 Hz, 1H), 7.27-7.34 (m, 3H... Solvent: CO (methanol). The reagents and catalysts are [C].[Pd] (palladium carbon). Yield: 99.7%. As a reaction SMILES: [C:1]([NH:6][C:7]1[C:16]([N+:17]([O-])=O)=[CH:15][CH:14]=[CH:13][C:8]=1[C:9]([O:11][CH3:12])=[O:10])(=[O:5])[CH2:2][CH2:3][CH3:4]>CO.[C].[Pd]>[NH2:17][C:16]1[C:7]([NH:6][C:1](=[O:5])[CH2:2][CH2:3][CH3:4])=[C:8]([CH:13]=[CH:14][CH:15]=1)[C:9]([O:11][CH3:12])=[O:10] |f:2.3|. Reactants: C(CCC)(=O)NC1=C(C(=O)OC)C=CC=C1[N+](=O)[O-] (Methyl 2-butyramido-3-nitrobenzoate). Procedure details: [step 1] To methyl 2-aminobenzoate (1.5 g, 9.92 mmol) was added butyric anhydride (4.9 mL, 29.76 mmol), and the mixture was stirred at room temperature for 2 hr. Under ice-cooling, fuming nitric acid (1.6 mL) was added dropwise to the mixture, and the mixture was stirred at 0° C. for 20 min. The mixture was adjusted to pH 7 with water and 4 mol/L aqueous sodium hydroxide solution, and extracted with ethyl acetate (150 mL). The organic layer was dried over anhydrous magnesium sulfate, and concent... Yields the product NC=1C(=C(C(=O)OC)C=CC1)NC(CCC)=O (methyl 3-amino-2-butyramidobenzoate).